This data is from the Open Reaction Database (ORD), a public repository of structured organic reaction records. The task is: describe an organic reaction: reactants, conditions, products, and yield Starting materials: [N+](=O)([O-])C1=C(C=CC=C1)N=NC1=C(C(=CC(=C1)C(C)(C)CC)C(C)(C)CC)O (2-nitro-2'-hydroxy-3',5'-di-tert-amylazobenzene), [N+](=O)([O-])C=1C(=CC(CC1)(C)Cl)N=NC1=C(C(=CC=C1)C(C)(C)C)O (2-nitro-5-chloro-2'-hydroxy-3'-tert-butyl-5-methylazobenzene). Yields the product ClC1=CC=2C(=NN(N2)C2=C(C(=CC(=C2)C)C(C)(C)C)O)C=C1 (5-Chloro-2-(2-hydroxy-3-tert-butyl-5-methylphenyl)-2H-benzotriazole). RXN SMILES: [N+:1]([C:4]1[CH:9]=[CH:8][CH:7]=[CH:6][C:5]=1[N:10]=[N:11][C:12]1[CH:17]=[C:16]([C:18](CC)(C)C)[CH:15]=[C:14]([C:23]([CH2:26]C)([CH3:25])[CH3:24])[C:13]=1[OH:28])([O-])=O.[N+](C1C(N=NC2C=CC=C(C(C)(C)C)C=2O)=CC([Cl:39])(C)CC=1)([O-])=O>>[Cl:39][C:7]1[CH:8]=[CH:9][C:4]2=[N:1][N:11]([C:12]3[CH:17]=[C:16]([CH3:18])[CH:15]=[C:14]([C:23]([CH3:26])([CH3:24])[CH3:25])[C:13]=3[OH:28])[N:10]=[C:5]2[CH:6]=1. Reported procedure: When in Example 1, the 2-nitro-2'-hydroxy-3',5'-di-tert-amylazobenzene is replaced by an equivalent amount of 2-nitro-5-chloro-2'-hydroxy-3'-tert-butyl-5-methylazobenzene, the above noted product is obtained. Starting materials: C1(=CC=C(C=C1)S(=O)(=O)N(CCCCCCO)CCN(CCN(CC)S(=O)(=O)C1=CC=C(C=C1)C)S(=O)(=O)C1=CC=C(C=C1)C)C (7,10,13-tri-p-toluenesulfonyl-7,10,13-triazapentadecaneol), P(=O)(O)([O-])[O-].[Na+].[Na+] (sodium hydrogen phosphate). Reagents/catalysts: [Na].[Hg] (sodium amalgam). Run in CO (methanol). Product: C(CCCCCNCCNCCNCC)O (7,10,13-triazapentadecaneol). As a reaction SMILES: C1(C)C=CC(S([N:10]([CH2:18][CH2:19][N:20](S(C2C=CC(C)=CC=2)(=O)=O)[CH2:21][CH2:22][N:23](S(C2C=CC(C)=CC=2)(=O)=O)[CH2:24][CH3:25])[CH2:11][CH2:12][CH2:13][CH2:14][CH2:15][CH2:16][OH:17])(=O)=O)=CC=1.P([O-])([O-])(O)=O.[Na+].[Na+]>CO.[Na].[Hg]>[CH2:16]([OH:17])[CH2:15][CH2:14][CH2:13][CH2:12][CH2:11][NH:10][CH2:18][CH2:19][NH:20][CH2:21][CH2:22][NH:23][CH2:24][CH3:25] |f:1.2.3,5.6,^1:55|. Procedure: About 8 g of 7,10,13-tri-p-toluenesulfonyl-7,10,13-triazapentadecaneol was added to 3.9 g of sodium hydrogen phosphate and 66 g of sodium amalgam in 250 ml of methanol. The mixture was stirred and refluxed for 40 hours. The mixture was cooled down and was filtered. The solvent was evaporated from the filtrate and to the residue 50 ml of CH2Cl2 and 50 ml of 2N HCl was added. After shaking, the acidic layer was separated and neutralized with 20% NaOH. From the mixture, water was evaporated under r... The reactants are C(#N)[BH3-].[Na+] (sodium cyanoborohydride), FC=1C=CC=C2C=CNC12 (7-fluoroindole), [OH-].[Na+] (NaOH). Solvent: C(C)(=O)O (acetic acid). Run at time 1 hour. Product: FC=1C=CC=C2CCNC12 (7-fluoroindoline). The yield is 54.2%. RXN SMILES: [F:1][C:2]1[CH:3]=[CH:4][CH:5]=[C:6]2[C:10]=1[NH:9][CH:8]=[CH:7]2.C([BH3-])#N.[Na+].[OH-].[Na+]>C(O)(=O)C>[F:1][C:2]1[CH:3]=[CH:4][CH:5]=[C:6]2[C:10]=1[NH:9][CH2:8][CH2:7]2 |f:1.2,3.4|. Reported procedure: 7-fluoroindole (2.0 g, 14.8 mmol) was dissolved in acetic acid (6 mL) and sodium cyanoborohydride (1.87 g, 29.6 mmol) was added in 5 portions. The mixture was stirred for 1 hour then poured into 150 mL of 2N NaOH. The mixture was extracted with methylene chloride. The organics were combined, washed with brine, dried over anhydrous magnesium sulfate, and concentrated to give 7-fluoroindoline (1.1 g). Product: C1(CC1)CN1C(=NC2=C1C=CC(=C2)S(=O)(=O)C(C)C)CC2CC2 (1,2-bis(Cyclopropylmethyl)-5-(isopropylsulfonyl)-1H-benzimidazole). Procedure: The title compound was prepared according to the procedure described in Step C of Example 5 from cyclopropylacetyl chloride (Step A) and 2-amino-1-(N-cyclopropylmethylamino)-4-(isopropylsulfonyl)benzene (Step E of Example 1). Starting materials: C1(CC1)CC(=O)Cl (Cyclopropylacetyl Chloride), NC1=C(C=CC(=C1)S(=O)(=O)C(C)C)NCC1CC1 (2-Amino-1-(N-cyclopropylmethylamino)-4-(isopropylsulfonyl)benzene). As a reaction SMILES: [CH:1]1([CH2:4][C:5](Cl)=O)[CH2:3][CH2:2]1.[NH2:8][C:9]1[CH:14]=[C:13]([S:15]([CH:18]([CH3:20])[CH3:19])(=[O:17])=[O:16])[CH:12]=[CH:11][C:10]=1[NH:21][CH2:22][CH:23]1[CH2:25][CH2:24]1>>[CH:23]1([CH2:22][N:21]2[C:10]3[CH:11]=[CH:12][C:13]([S:15]([CH:18]([CH3:20])[CH3:19])(=[O:17])=[O:16])=[CH:14][C:9]=3[N:8]=[C:5]2[CH2:4][CH:1]2[CH2:3][CH2:2]2)[CH2:24][CH2:25]1. The reactants are Compound II, C1(=CC=CC2=CC=CC=C12)CNC(NOCC(=O)O)=O (2-(3-(naphthalen-1-ylmethyl)ureidooxy)acetic acid), N[C@H](C(=O)N(CC=1C=CC=C2C=CC=NC12)[C@H](C(OCC)OCC)C)CC1=CC=C(C=C1)OC(C)(C)C ((S)-2-amino-3-(4-tert-butoxyphenyl)-N—((S)-1,1-diethoxypropan-2-yl)-N-(quinolin-8-ylmethyl)propanamide). The product is C(C)(C)(C)OC1=CC=C(C=C1)C[C@@H](C(=O)N(CC=1C=CC=C2C=CC=NC12)[C@H](C(OCC)OCC)C)NC(CONC(=O)NCC1=CC=CC2=CC=CC=C12)=O (1-(2-((S)-3-(4-tert-butoxyphenyl)-1-(((S)-1,1-diethoxypropan-2-yl)(quinolin-8-ylmethyl)amino)-1-oxopropan-2-ylamino)-2-oxoethoxy)-3-(naphthalen-1-ylmethyl)urea). Reaction SMILES: [C:1]1([CH2:11][NH:12][C:13](=[O:20])[NH:14][O:15][CH2:16][C:17]([OH:19])=O)[C:10]2[C:5](=[CH:6][CH:7]=[CH:8][CH:9]=2)[CH:4]=[CH:3][CH:2]=1.[NH2:21][C@@H:22]([CH2:46][C:47]1[CH:52]=[CH:51][C:50]([O:53][C:54]([CH3:57])([CH3:56])[CH3:55])=[CH:49][CH:48]=1)[C:23]([N:25]([C@@H:37]([CH3:45])[CH:38]([O:42][CH2:43][CH3:44])[O:39][CH2:40][CH3:41])[CH2:26][C:27]1[CH:28]=[CH:29][CH:30]=[C:31]2[C:36]=1[N:35]=[CH:34][CH:33]=[CH:32]2)=[O:24]>>[C:54]([O:53][C:50]1[CH:51]=[CH:52][C:47]([CH2:46][C@H:22]([NH:21][C:17](=[O:19])[CH2:16][O:15][NH:14][C:13]([NH:12][CH2:11][C:1]2[C:10]3[C:5](=[CH:6][CH:7]=[CH:8][CH:9]=3)[CH:4]=[CH:3][CH:2]=2)=[O:20])[C:23]([N:25]([C@@H:37]([CH3:45])[CH:38]([O:42][CH2:43][CH3:44])[O:39][CH2:40][CH3:41])[CH2:26][C:27]2[CH:28]=[CH:29][CH:30]=[C:31]3[C:36]=2[N:35]=[CH:34][CH:33]=[CH:32]3)=[O:24])=[CH:48][CH:49]=1)([CH3:57])([CH3:55])[CH3:56]. Reported procedure: According to the procedure described in the synthesis method of Compound II-15, 2-(3-(naphthalen-1-ylmethyl)ureidooxy)acetic acid (Compound VI-12) 81 mg (0.30 mmol) was coupled with (S)-2-amino-3-(4-tert-butoxyphenyl)-N—((S)-1,1-diethoxypropan-2-yl)-N-(quinolin-8-ylmethyl)propanamide (Compound IV-3) 100 mg (0.20 mmol) to obtain the title compound. The reactants are C(C)OC(C=CC1=C(C=CC=C1)O)=O (3-(2-hydroxy-phenyl)-acrylic acid ethyl ester), C(CCCCCCCC=C)O (dec-9-en-1-ol), tetraisopropyl-ortho-titanate. The solvent is CCOCC (ether). Reaction conditions: temperature 150 celsius, time 2.5 hour. Yields the product C(CCCCCCCC=C)OC(\C=C\C1=C(C=CC=C1)O)=O ((E)-3-(2-Hydroxy-phenyl)-acrylic acid dec-9-enyl ester). Isolated yield 21.5%. RXN SMILES: [CH2:1]([O:3][C:4](=[O:14])[CH:5]=[CH:6][C:7]1[CH:12]=[CH:11][CH:10]=[CH:9][C:8]=1[OH:13])[CH3:2].[CH2:15](O)[CH2:16][CH2:17][CH2:18][CH2:19][CH2:20][CH2:21][CH2:22]C=C>CCOCC>[CH2:1]([O:3][C:4](=[O:14])/[CH:5]=[CH:6]/[C:7]1[CH:12]=[CH:11][CH:10]=[CH:9][C:8]=1[OH:13])[CH2:2][CH2:22][CH2:21][CH2:20][CH2:19][CH2:18][CH2:17][CH:16]=[CH2:15]. Reported procedure: A mixture of 5.0 g 3-(2-hydroxy-phenyl)-acrylic acid ethyl ester, 6.1 g dec-9-en-1-ol and 1.0 g tetraisopropyl-ortho-titanate was heated to 150° C. removing the ethanol formed. After stirring for 2.5 hours at this temperature, the reaction mixture was cooled, diluted with ether and washed with brine. The organic phase was dried and evaporated to dryness. The resulting oil was Kugelrohr-distilled, crystallized and recrystallized to yield 1.69 g of colourless crystals.